From a dataset of the Open Reaction Database (ORD), a public repository of structured organic reaction records. describe an organic reaction: reactants, conditions, products, and yield Reactants: C1(CC1)COC1=NC=C(C=C1)[N+](=O)[O-] (2-(cyclopropylmethoxy)-5-nitropyridine), C(CN)N (ethylene diamine). The reagents and catalysts are [Pd] (Pd/C). Run in C(C)O (ethanol). Conditions: time 2.5 hour. Product: C1(CC1)COC1=CC=C(C=N1)N (6-(cyclopropylmethoxy)pyridin-3-amine). Isolated yield 23.7%. RXN SMILES: [CH:1]1([CH2:4][O:5][C:6]2[CH:11]=[CH:10][C:9]([N+:12]([O-])=O)=[CH:8][N:7]=2)[CH2:3][CH2:2]1.C(N)CN>C(O)C.[Pd]>[CH:1]1([CH2:4][O:5][C:6]2[N:7]=[CH:8][C:9]([NH2:12])=[CH:10][CH:11]=2)[CH2:2][CH2:3]1. Procedure details: To a solution of 2-(cyclopropylmethoxy)-5-nitropyridine (2.0 g) in ethanol (10.0 mL) was added Pd/C (0.500 g) and ethylene diamine (5.0 mL). The reaction mixture was subjected for hydrogenation in Parr apparatus under 40 psi for 2-3 h. The reaction mass was quenched in water and extracted with DCM and concentrated the organic layer to afford 0.400 g of the desired product. 1HNMR (CDCl3): δ 0.31-0.32 (m, 2H), 0.43-0.46 (m, 2H), 1.07-1.12 (m, 1H), 3.62 (d, J=6.6 Hz, 2H), 4.25 (s, 2H), 6.24 (d, J=6... Product: Cl.N1(CCOCC1)[C@H]1[C@@H](CCCC1)C(C(=O)O)C1=CC=C(C=C1)[N+](=O)[O-] ((±)-trans-[2-(4-morpholinyl)cyclohexyl](4-nitrophenyl)acetate monohydrochloride). As a reaction SMILES: [N+:1]([C:4]1[CH:9]=[CH:8][C:7](CC([Cl:13])=O)=[CH:6][CH:5]=1)([O-])=O.[N+:14]([C:17]1[CH:22]=[CH:21][C:20]([CH2:23][C:24]([OH:26])=[O:25])=[CH:19][CH:18]=1)([O-:16])=[O:15].Cl.[CH3:28][CH2:29][O:30][CH2:31][CH3:32]>C(Cl)(Cl)Cl>[ClH:13].[N:1]1([C@@H:4]2[CH2:5][CH2:6][CH2:7][CH2:8][C@H:9]2[CH:23]([C:20]2[CH:19]=[CH:18][C:17]([N+:14]([O-:16])=[O:15])=[CH:22][CH:21]=2)[C:24]([OH:26])=[O:25])[CH2:32][CH2:31][O:30][CH2:29][CH2:28]1 |f:5.6|. Reported procedure: 4-Nitrophenylacetyl chloride, prepared according to the method described in Example 8 using 4-nitrophenylacetic acid (5.4 g, 29.8 mmol), is dissolved in chloroform (15 mL). This solution is refluxed for 9 hours with a solution of (±)-trans-[2-(4-morpholinyl)]cyclohexanol (5.25 g, 28.3 mmol) in chloroform (15 mL) under nitrogen. The solvent is removed in vacuo, and the residue is partitioned between 1M hydrochloric acid (60 mL) and ether (50 mL). The ether layer is separated and the aqueous layer... Solvent: C(Cl)(Cl)Cl (chloroform), C(Cl)(Cl)Cl (chloroform). Starting materials: Cl (HCl), CCOCC (ether), [N+](=O)([O-])C1=CC=C(C=C1)CC(=O)Cl (4-Nitrophenylacetyl chloride), CCOCC (ether), (±)-trans-[2-(4-morpholinyl)]cyclohexanol, [N+](=O)([O-])C1=CC=C(C=C1)CC(=O)O (4-nitrophenylacetic acid). Reported procedure: Nitroguanidine (9.10 g) was added to a solution of sodium methoxide (from 2.22 g sodium) in methanol (100 ml) and the mixture was heated under reflux for 45 minutes, ethyl 2-formyl-3-(1-naphthyl)propionate (16.05 g) was added and the mixture was heated under reflux for 20 hours and evaporated to dryness. The residue was poured into water and the mixture was extracted with chloroform and the pH of the residual aqueous phase was adjusted to 4 with acetic acid. The solid which precipitated was recr... The solvent is CO (methanol). As a reaction SMILES: [N+:1]([NH:4][C:5]([NH2:7])=[NH:6])([O-:3])=[O:2].C[O-].[Na+].[CH:11]([CH:13]([CH2:19][C:20]1[C:29]2[C:24](=[CH:25][CH:26]=[CH:27][CH:28]=2)[CH:23]=[CH:22][CH:21]=1)[C:14](OCC)=O)=[O:12]>CO>[N+:1]([NH:4][C:5]1[NH:7][C:11](=[O:12])[C:13]([CH2:19][C:20]2[C:29]3[C:24](=[CH:25][CH:26]=[CH:27][CH:28]=3)[CH:23]=[CH:22][CH:21]=2)=[CH:14][N:6]=1)([O-:3])=[O:2] |f:1.2|. Reactants: [N+](=O)([O-])NC(=N)N (Nitroguanidine), C[O-].[Na+] (sodium methoxide), C(=O)C(C(=O)OCC)CC1=CC=CC2=CC=CC=C12 (ethyl 2-formyl-3-(1-naphthyl)propionate). Yields the product [N+](=O)([O-])NC1=NC=C(C(N1)=O)CC1=CC=CC2=CC=CC=C12 (2-nitroamino-5-(1-naphthylmethyl)-4-pyrimidone). Starting materials: O=C(OCCBr)c1ccccc1, CC(C)(C)OC(=O)Nc1cccc(O)c1. Yields the product CC(C)(C)OC(=O)Nc1cccc(OCCOC(=O)c2ccccc2)c1. Reaction SMILES: [C:16]([c:17]1[cH:18][cH:19][cH:20][cH:21][cH:22]1)(=[O:23])[O:24][CH2:25][CH2:26][Br:27].[OH:1][c:2]1[cH:3][c:4]([NH:8][C:9]([O:10][C:11]([CH3:12])([CH3:13])[CH3:14])=[O:15])[cH:5][cH:6][cH:7]1>>[O:1]([c:2]1[cH:3][c:4]([NH:8][C:9]([O:10][C:11]([CH3:12])([CH3:13])[CH3:14])=[O:15])[cH:5][cH:6][cH:7]1)[CH2:26][CH2:25][O:24][C:16]([c:17]1[cH:18][cH:19][cH:20][cH:21][cH:22]1)=[O:23].